Dataset: the Open Reaction Database (ORD), a public repository of structured organic reaction records. Task: describe an organic reaction: reactants, conditions, products, and yield Starting materials: C1CCC2=NCCCN2CC1 (DBU), FC1=C(C=C2CC(CC(C2=C1)=O)CCC)OC (7-Fluoro-6-(methyloxy)-3-propyl-3,4-dihydro-1(2H)-naphthalenone), BrBr (bromine). Run in CC#N (CH3CN). Product: C1(CCCC2=CC=CC=C12)=O (tetralone), BrC1=C(C2=CC(=C(C=C2C=C1CCC)OC)F)O (2-Bromo-7-fluoro-6-(methyloxy)-3-propyl-1-naphthalenol). Reaction SMILES: [F:1][C:2]1[CH:11]=[C:10]2[C:5]([CH2:6][CH:7]([CH2:13][CH2:14][CH3:15])[CH2:8][C:9]2=[O:12])=[CH:4][C:3]=1[O:16][CH3:17].[Br:18]Br.C1CCN2C(=NCCC2)CC1>CC#N>[C:9]1(=[O:12])[C:10]2[C:5](=[CH:4][CH:3]=[CH:2][CH:11]=2)[CH2:6][CH2:7][CH2:8]1.[Br:18][C:8]1[C:7]([CH2:13][CH2:14][CH3:15])=[CH:6][C:5]2[C:10](=[CH:11][C:2]([F:1])=[C:3]([O:16][CH3:17])[CH:4]=2)[C:9]=1[OH:12]. Procedure details: Treatment of 7-fluoro-6-(methyloxy)-3-propyl-3,4-dihydro-1(2H)-naphthalenone (133) (0.40 g, 1.69 mmol) with bromine followed by DBU in CH3CN gave 0.52 g (98% from tetralone) of the title compound (134) as a light yellow oil. 1H NMR (400 MHz, CDCl3): δ 1.01 (t, J=7.3 Hz, 3H), 1.65-1.75 (m, 2H), 2.78 (t, J=7.7 Hz, 2H), 3.98 (s, 3H), 6.05 (s, 1H), 7.07 (d, J=8.2 Hz, 1H), 7.15 (s, 1H), 7.79 (d, J=12.3 Hz, 1H). LCMS (ESI): m/z 313 (M+H)+, m/z 311 (M−H)−. The reactants are C1(=CC=CC=C1)C=1C(=NC=2N(C1)N=C(C2)C(=O)N)C2=CC=C(C=C2)CN2CCC(CC2)C2=NNC(=N2)C2=NC=CC=C2 (6-Phenyl-5-(4-{[4-(5-pyridin-2-yl-1H-1,2,4-triazol-3-yl)piperidin-1-yl]methyl}phenyl)pyrazolo[1,5-a]pyrimidine-2-carboxamide), [BH-](OC(=O)C)(OC(=O)C)OC(=O)C.[Na+] (NaBH(OAc)3), 2-(5-piperidin-4H[1,2,4]triazol-3-yl)-pyridine, N(N)C(=O)C1CCN(CC1)C(=O)OC(C)(C)C (tert-butyl 4-(hydrazinocarbonyl)piperidine-1-carboxylate), N1=C(C=CC=C1)C#N (pyridine-2-carbonitrile), [BH-](OC(=O)C)(OC(=O)C)OC(=O)C.[Na+] (NaBH(OAc)3). Solvent: CN(C)C=O (DMF), C(C)(=O)O (acetic acid), C(C)N(CC)CC (triethylamine), CO (methanol). Product: C1(=CC=CC=C1)C=1C(=NC=2N(C1)N=C(C2)C(=O)O)C2=CC=C(C=C2)CN2CCC(CC2)C2=NNC(=N2)C2=NC=CC=C2 (6-Phenyl-5-(4-{[4-(5-pyridin-2-yl-1H-1,2,4-triazol-3-yl)piperidin-1-yl]methyl}phenyl)pyrazolo[1,5-a]pyrimidine-2-carboxylic acid). RXN SMILES: N(C(C1CCN(C(OC(C)(C)C)=O)CC1)=[O:4])N.N1C=CC=CC=1C#N.[C:26]1([C:32]2[C:33]([C:44]3[CH:49]=[CH:48][C:47]([CH2:50][N:51]4[CH2:56][CH2:55][CH:54]([C:57]5[N:61]=[C:60]([C:62]6[CH:67]=[CH:66][CH:65]=[CH:64][N:63]=6)[NH:59][N:58]=5)[CH2:53][CH2:52]4)=[CH:46][CH:45]=3)=[N:34][C:35]3[N:36]([N:38]=[C:39]([C:41](N)=[O:42])[CH:40]=3)[CH:37]=2)[CH:31]=[CH:30][CH:29]=[CH:28][CH:27]=1.[BH-](OC(C)=O)(OC(C)=O)OC(C)=O.[Na+]>CO.CN(C=O)C.C(O)(=O)C.C(N(CC)CC)C>[C:26]1([C:32]2[C:33]([C:44]3[CH:45]=[CH:46][C:47]([CH2:50][N:51]4[CH2:52][CH2:53][CH:54]([C:57]5[N:61]=[C:60]([C:62]6[CH:67]=[CH:66][CH:65]=[CH:64][N:63]=6)[NH:59][N:58]=5)[CH2:55][CH2:56]4)=[CH:48][CH:49]=3)=[N:34][C:35]3[N:36]([N:38]=[C:39]([C:41]([OH:42])=[O:4])[CH:40]=3)[CH:37]=2)[CH:27]=[CH:28][CH:29]=[CH:30][CH:31]=1 |f:3.4|. Procedure: 0.14 ml triethylamine are added to a solution of 101 mg 2-(5-piperidin-4H[1,2,4]triazol-3-yl)-pyridine*2HCl (prepared from tert-butyl 4-(hydrazinocarbonyl)piperidine-1-carboxylate and pyridine-2-carbonitrile according to a procedure described in U.S. Pat. No. 4,011,218 or WO2005100344) in 5 ml methanol. To this solution a solution of 150 mg 5-(4-formylphenyl)-6-phenylpyrazolo[1,5-a]pyrimidine-2-carboxylic acid (prepared as described under example 78) in 15 ml DMF is added, followed by 0.07 ml gl...